Task: describe an organic reaction: reactants, conditions, products, and yield. Dataset: the Open Reaction Database (ORD), a public repository of structured organic reaction records Reactants: C(C1=CC=CC=C1)OC1=CC(=C(C(=C1)C)B(O)O)C (4-benzyloxy-2,6-dimethylphenyl boronic acid), C(C)(=O)[O-].C(C)(=O)[O-].C(C)(=O)[O-].C(C)(=O)[O-].[Pb+4] (Lead tetraacetate), C([O-])([O-])=O.[K+].[K+] (potassium carbonate). The reagents and catalysts are C(C)(=O)[O-].[Hg+2].C(C)(=O)[O-] (mercury (II) acetate). Reaction conditions: temperature 50 celsius, time 5 minute. The product is C(C)(=O)[O-].C(C)(=O)[O-].C(C)(=O)[O-].C(C1=CC=CC=C1)OC1=CC(=C(C(=C1)C)[Pb+3])C (4-benzyloxy-2,6-dimethylphenyl lead triacetate). As a reaction SMILES: [C:1]([O-:4])(=[O:3])[CH3:2].[C:5]([O-:8])(=[O:7])[CH3:6].[C:9]([O-:12])(=[O:11])[CH3:10].C([O-])(=O)C.[Pb+4:17].[CH2:18]([O:25][C:26]1[CH:31]=[C:30]([CH3:32])[C:29](B(O)O)=[C:28]([CH3:36])[CH:27]=1)[C:19]1[CH:24]=[CH:23][CH:22]=[CH:21][CH:20]=1.C(=O)([O-])[O-].[K+].[K+]>C([O-])(=O)C.[Hg+2].C([O-])(=O)C>[C:1]([O-:4])(=[O:3])[CH3:2].[C:5]([O-:8])(=[O:7])[CH3:6].[C:9]([O-:12])(=[O:11])[CH3:10].[CH2:18]([O:25][C:26]1[CH:31]=[C:30]([CH3:32])[C:29]([Pb+3:17])=[C:28]([CH3:36])[CH:27]=1)[C:19]1[CH:24]=[CH:23][CH:22]=[CH:21][CH:20]=1 |f:0.1.2.3.4,6.7.8,9.10.11,12.13.14.15|. Procedure details: Lead tetraacetate (5.7 g, 0.013 mol) and mercury (II) acetate (0.2 g, 0.0006 mol) are stirred together and thoroughly flushed with nitrogen. Chloroform (20 ml) is added and the dark orange solution heated to 50° C., followed by the addition of 4-benzyloxy-2,6-dimethylphenyl boronic acid (3 g, 0.012 mol) in one portion. After further heating at 50° C. for 3 hours the reaction mixture is cooled to 0° C. and potassium carbonate added (1.9 g, 0.02 mol). The suspension is stirred for just 5 minutes b... Reactants: C(C)(=O)N1CCC(C(=O)Cl)CC1 (N-acetylisonipecotoyl chloride), [Cl-].[Cl-].[Cl-].[Al+3] (aluminum trichloride), FC1=CC=CC=C1 (fluorobenzene), C(C)(=O)N1CCC(CC1)C(C1=CC=C(C=C1)F)=O (1-Acetyl-4-(4-fluorobenzoyl)piperidine). Product: Cl.FC1=CC=C(CC2CCN(CC2)CCOC2=CC=C(C=C2)F)C=C1 (4-(4-Fluorobenzyl)-1-(2-(4-fluorophenoxy)ethyl)piperidine hydrochloride). The yield is 50.0%. Reaction SMILES: [C:1]([N:4]1[CH2:9][CH2:8][CH:7]([C:10](=O)[C:11]2[CH:16]=[CH:15][C:14]([F:17])=[CH:13][CH:12]=2)[CH2:6][CH2:5]1)(=O)[CH3:2].C(N1CCC(C([Cl:28])=O)CC1)(=[O:21])C.[Cl-].[Cl-].[Cl-].[Al+3].[F:35][C:36]1[CH:41]=[CH:40][CH:39]=[CH:38][CH:37]=1>>[ClH:28].[F:17][C:14]1[CH:15]=[CH:16][C:11]([CH2:10][CH:7]2[CH2:8][CH2:9][N:4]([CH2:1][CH2:2][O:21][C:39]3[CH:40]=[CH:41][C:36]([F:35])=[CH:37][CH:38]=3)[CH2:5][CH2:6]2)=[CH:12][CH:13]=1 |f:2.3.4.5,7.8|. Procedure: 1-Acetyl-4-(4-fluorobenzoyl)piperidine. N-acetylisonipecotoyl chloride (2.00 g, 10.5 mmol) was slowly added to a stirred mixture of aluminum trichloride (2.80 g, 21.1 mmol) in fluorobenzene (10 mL). After addition was complete, the mixture was refluxed for 1 h. The mixture was poured into ice and the resulting layers were separated. The aqueous layer was extracted with CH2Cl2 (2×30 mL), the combined organic phase was dried and was concentrated under reduced pressure to afford the title compound ...